Dataset: the Open Reaction Database (ORD), a public repository of structured organic reaction records. Task: describe an organic reaction: reactants, conditions, products, and yield Reactants: COCCO[AlH2-]OCCOC.[Na+] (Red-Al), C(C)OC(=O)C=1N=C(NC1C(F)(F)F)C1=NC=CC(=C1)OC1=CC2=C(N(C(=N2)NC2=C(C=CC(=C2)C(F)(F)F)F)C)C=C1 (2-{4-[2-(2-fluoro-5-trifluoromethyl-phenylamino)-1-methyl-1H-benzoimidazol-5-yloxy]-pyridin-2-yl}-5-trifluoromethyl-1H-imidazole-4-carboxylic acid ethyl ester). Solvent: C1(=CC=CC=C1)C (toluene). Reaction conditions: time 20 minute. Yields the product FC1=C(C=C(C=C1)C(F)(F)F)NC1=NC2=C(N1C)C=CC(=C2)OC2=CC(=NC=C2)C=2NC(=C(N2)CO)C(F)(F)F ((2-{4-[2-(2-fluoro-5-trifluoromethyl-phenylamino)-1-methyl-1H-benzoimidazol-5-yloxy]-pyridin-2-yl}-5-trifluoromethyl-1H-imidazol-4-yl)-methanol). Isolated yield 61.3%. RXN SMILES: COCCO[AlH2-]OCCOC.[Na+].C([O:15][C:16]([C:18]1[N:19]=[C:20]([C:27]2[CH:32]=[C:31]([O:33][C:34]3[CH:55]=[CH:54][C:37]4[N:38]([CH3:53])[C:39]([NH:41][C:42]5[CH:47]=[C:46]([C:48]([F:51])([F:50])[F:49])[CH:45]=[CH:44][C:43]=5[F:52])=[N:40][C:36]=4[CH:35]=3)[CH:30]=[CH:29][N:28]=2)[NH:21][C:22]=1[C:23]([F:26])([F:25])[F:24])=O)C>C1(C)C=CC=CC=1>[F:52][C:43]1[CH:44]=[CH:45][C:46]([C:48]([F:51])([F:50])[F:49])=[CH:47][C:42]=1[NH:41][C:39]1[N:38]([CH3:53])[C:37]2[CH:54]=[CH:55][C:34]([O:33][C:31]3[CH:30]=[CH:29][N:28]=[C:27]([C:20]4[NH:21][C:22]([C:23]([F:26])([F:24])[F:25])=[C:18]([CH2:16][OH:15])[N:19]=4)[CH:32]=3)=[CH:35][C:36]=2[N:40]=1 |f:0.1|. Reported procedure: Red-Al (sodium bis(2-methoxyethoxy)aluminium hydride, 65% wt in toluene, 0.1 mL) was added dropwise to a solution of 2-{4-[2-(2-fluoro-5-trifluoromethyl-phenylamino)-1-methyl-1H-benzoimidazol-5-yloxy]-pyridin-2-yl}-5-trifluoromethyl-1H-imidazole-4-carboxylic acid ethyl ester (0.0104 g, 0.017 mmol) in toluene. Effervescence was observed and after 20 min, the reaction was quenched with H2O, NaOH and extracted with EtOAc. The organic layer was washed with H2O, dried over Na2SO4, filtered and concen... Reactants: CCC1CCC(NC(=O)C2CC2COS(C)(=O)=O)CC1, CC1CCC(NC(=O)C2CC2COS(C)(=O)=O)CC1, Clc1cccc(N2CCNCC2)c1, Cl, Cl, FC(F)(F)c1ccc(N2CCNCC2)cc1. Product: CCC1CCC(NC(=O)C2CC2CN2CCN(c3ccc(C(F)(F)F)cc3)CC2)CC1. RXN SMILES: [CH2:1]([CH3:2])[CH:3]1[CH2:4][CH2:5][CH:6]([NH:9][C:10](=[O:11])[CH:12]2[CH:13]([CH2:15][O:16][S:17]([CH3:18])(=[O:19])=[O:20])[CH2:14]2)[CH2:7][CH2:8]1.[CH3:21][CH:22]1[CH2:23][CH2:24][CH:25]([NH:26][C:27]([CH:28]2[CH2:29][CH:30]2[CH2:31][O:32][S:33]([CH3:34])(=[O:35])=[O:36])=[O:37])[CH2:38][CH2:39]1.[Cl:58][c:59]1[cH:60][c:61]([N:62]2[CH2:63][CH2:64][NH:65][CH2:66][CH2:67]2)[cH:68][cH:69][cH:70]1.[ClH:40].[ClH:57].[F:41][C:42]([c:43]1[cH:44][cH:45][c:46]([N:49]2[CH2:50][CH2:51][NH:52][CH2:53][CH2:54]2)[cH:47][cH:48]1)([F:55])[F:56]>>[CH2:1]([CH3:2])[CH:3]1[CH2:4][CH2:5][CH:6]([NH:9][C:10](=[O:11])[CH:12]2[CH:13]([CH2:15][N:52]3[CH2:51][CH2:50][N:49]([c:46]4[cH:45][cH:44][c:43]([C:42]([F:41])([F:55])[F:56])[cH:48][cH:47]4)[CH2:54][CH2:53]3)[CH2:14]2)[CH2:7][CH2:8]1. The reactants are Cl.NCC1OC2=CC=CC=C2CC1 (2-aminomethylchroman hydrochloride), C1(CCCCCC1)C(=O)Cl (cycloheptanecarbonyl chloride). Run in N1=CC=CC=C1 (pyridine). Conditions: time 1 hour. The product is O1C(CCC2=CC=CC=C12)CNC(=O)C1CCCCCC1 (N-(Chroman-2-yl)methyl-cycloheptanecarboxamide). As a reaction SMILES: Cl.[NH2:2][CH2:3][CH:4]1[CH2:13][CH2:12][C:11]2[C:6](=[CH:7][CH:8]=[CH:9][CH:10]=2)[O:5]1.[CH:14]1([C:21](Cl)=[O:22])[CH2:20][CH2:19][CH2:18][CH2:17][CH2:16][CH2:15]1>N1C=CC=CC=1>[O:5]1[C:6]2[C:11](=[CH:10][CH:9]=[CH:8][CH:7]=2)[CH2:12][CH2:13][CH:4]1[CH2:3][NH:2][C:21]([CH:14]1[CH2:20][CH2:19][CH2:18][CH2:17][CH2:16][CH2:15]1)=[O:22] |f:0.1|. Procedure: 5.0 g (25 mmol) of 2-aminomethylchroman hydrochloride are dissolved in 50 ml of pyridine; 5.6 g (35 mmol) of cycloheptanecarbonyl chloride are added dropwise to this solution. After 1 hour at 50° C., the mixture is concentrated and the residue is partitioned between water and toluene/ethyl acetate 1:1. The organic phase is filtered over silica gel. The desired product is eluted with toluene/ethyl acetate 5:1. The amide obtained after concentration is further reacted directly. The reactants are COc1ccccc1C(C)(C)O, COc1cc(Cl)c(N)cc1S, C1CCOC1, O, O=S(=O)(O)O. Product: COc1cc(Cl)c(N)cc1SC(C)(C)c1ccccc1OC. Reaction SMILES: [CH3:18][O:19][c:20]1[c:21]([C:26]([CH3:27])([CH3:28])[OH:29])[cH:22][cH:23][cH:24][cH:25]1.[Cl:7][c:8]1[c:9]([NH2:10])[cH:11][c:12]([SH:17])[c:13]([O:15][CH3:16])[cH:14]1.[O:30]1[CH2:31][CH2:32][CH2:33][CH2:34]1.[OH2:6].[S:1](=[O:2])(=[O:3])([OH:4])[OH:5]>>[Cl:7][c:8]1[c:9]([NH2:10])[cH:11][c:12]([S:17][C:26]([c:21]2[c:20]([O:19][CH3:18])[cH:25][cH:24][cH:23][cH:22]2)([CH3:27])[CH3:28])[c:13]([O:15][CH3:16])[cH:14]1. Starting materials: BrC=1C=CC(=C2C=C(NC12)C(=O)OCC)Cl (ethyl 7-bromo-4-chloro-1H-indole-2-carboxylate), C1(=C(C=CC=C1)B(O)O)C (o-tolylboronic acid), [F-].[Cs+] (cesium fluoride). Reagents/catalysts: C=1C=CC(=CC1)[P](C=2C=CC=CC2)(C=3C=CC=CC3)[Pd]([P](C=4C=CC=CC4)(C=5C=CC=CC5)C=6C=CC=CC6)([P](C=7C=CC=CC7)(C=8C=CC=CC8)C=9C=CC=CC9)[P](C=1C=CC=CC1)(C=1C=CC=CC1)C=1C=CC=CC1 (tetrakis(triphenylphosphine)palladium). Run in O1CCOCC1 (dioxane). Yields the product ClC1=C2C=C(NC2=C(C=C1)C1=C(C=CC=C1)C)C(=O)OCC (ethyl 4-chloro-7-o-tolyl-1H-indole-2-carboxylate). RXN SMILES: Br[C:2]1[CH:3]=[CH:4][C:5]([Cl:16])=[C:6]2[C:10]=1[NH:9][C:8]([C:11]([O:13][CH2:14][CH3:15])=[O:12])=[CH:7]2.[C:17]1([CH3:26])[CH:22]=[CH:21][CH:20]=[CH:19][C:18]=1B(O)O.[F-].[Cs+]>O1CCOCC1.C1C=CC([P]([Pd]([P](C2C=CC=CC=2)(C2C=CC=CC=2)C2C=CC=CC=2)([P](C2C=CC=CC=2)(C2C=CC=CC=2)C2C=CC=CC=2)[P](C2C=CC=CC=2)(C2C=CC=CC=2)C2C=CC=CC=2)(C2C=CC=CC=2)C2C=CC=CC=2)=CC=1>[Cl:16][C:5]1[CH:4]=[CH:3][C:2]([C:18]2[CH:19]=[CH:20][CH:21]=[CH:22][C:17]=2[CH3:26])=[C:10]2[C:6]=1[CH:7]=[C:8]([C:11]([O:13][CH2:14][CH3:15])=[O:12])[NH:9]2 |f:2.3,^1:38,40,59,78|. Procedure details: To a solution of EXAMPLE 166B (610 mg), o-tolylboronic acid (330 mg), cesium fluoride (930 mg) in dioxane (5 mL) was added tetrakis(triphenylphosphine)palladium (240 mg). The resulting mixture was heated under reflux overnight and concentrated. The residue was diluted with ethyl acetate and saturated ammonium acetate, and the layers were separated. The aqueous layer was extracted with ethyl acetate (×2) and the combined organic layers were washed with brine, dried over MgSO4, filtered and concen... Reactants: CC(C)(Cl)c1ccccc1, O. Yields the product C=C(C)c1ccccc1. RXN SMILES: [C:1]([CH3:2])([CH3:3])([c:4]1[cH:5][cH:6][cH:7][cH:8][cH:9]1)[Cl:10].[OH2:11]>>[C:1](=[CH2:2])([CH3:3])[c:4]1[cH:5][cH:6][cH:7][cH:8][cH:9]1. Reactants: COc1cc(Br)ccc1C(O[SiH](C)C)C(C)(C)C, C1CCOC1, [Li]CCCC, O=Cc1ccccc1, O. Yields the product COc1cc(C(O)c2ccccc2)ccc1C(O[SiH](C)C)C(C)(C)C. RXN SMILES: [C:1]([CH3:2])([CH3:3])([CH3:4])[CH:5]([c:6]1[c:7]([O:13][CH3:14])[cH:8][c:9]([Br:12])[cH:10][cH:11]1)[O:15][SiH:16]([CH3:17])[CH3:18].[CH2:33]1[O:34][CH2:35][CH2:36][CH2:37]1.[CH3:19][CH2:20][CH2:21][CH2:22][Li:23].[CH:24](=[O:25])[c:26]1[cH:27][cH:28][cH:29][cH:30][cH:31]1.[OH2:32]>>[C:1]([CH3:2])([CH3:3])([CH3:4])[CH:5]([c:6]1[c:7]([O:13][CH3:14])[cH:8][c:9]([CH:24]([OH:25])[c:26]2[cH:27][cH:28][cH:29][cH:30][cH:31]2)[cH:10][cH:11]1)[O:15][SiH:16]([CH3:17])[CH3:18]. Reactants: O=[N+]([O-])c1cccc2nc(Br)sc12, O=C([O-])[O-], Cc1ccc(O)c(C)c1, [K+], [K+], CN(C)C=O, O. Yields the product Cc1ccc(Oc2nc3cccc([N+](=O)[O-])c3s2)c(C)c1. Reaction SMILES: [Br:1][c:2]1[s:3][c:4]2[c:5]([n:6]1)[cH:7][cH:8][cH:9][c:10]2[N+:11](=[O:12])[O-:13].[C:23](=[O:24])([O-:25])[O-:26].[CH3:14][c:15]1[c:16]([OH:22])[cH:17][cH:18][c:19]([CH3:21])[cH:20]1.[K+:27].[K+:28].[O:29]=[CH:30][N:31]([CH3:32])[CH3:33].[OH2:34]>>[c:2]1([O:22][c:16]2[c:15]([CH3:14])[cH:20][c:19]([CH3:21])[cH:18][cH:17]2)[s:3][c:4]2[c:5]([n:6]1)[cH:7][cH:8][cH:9][c:10]2[N+:11](=[O:12])[O-:13]. Reactants: C([C@@H](C(=O)O)N)SSC[C@@H](C(=O)O)N (cystine), S(=O)(=O)(O)O.COC(N)=N (O-methylisourea hydrogen sulfate), [OH-].[NH4+] (ammonium hydroxide). Reaction conditions: temperature 60 celsius. Product: N(C(=N)N)C([C@@H](C(=O)O)N)SSC[C@@H](C(=O)O)N (Guanidino-L-cystine). As a reaction SMILES: [CH2:1]([S:7][S:8][CH2:9][C@H:10]([NH2:14])[C:11]([OH:13])=[O:12])[C@H:2]([NH2:6])[C:3]([OH:5])=[O:4].S(O)(O)(=O)=O.CO[C:22](=[NH:24])[NH2:23].[OH-].[NH4+:26]>>[NH:23]([CH:1]([S:7][S:8][CH2:9][C@H:10]([NH2:14])[C:11]([OH:13])=[O:12])[C@H:2]([NH2:6])[C:3]([OH:5])=[O:4])[C:22]([NH2:24])=[NH:26] |f:1.2,3.4|. Procedure details: To a solution of cystine (1 gm, 4.2 mmol) in ammonium hydroxide (10 mL) in a screw-capped vial was added O-methylisourea hydrogen sulfate (1.8 gm, 10 mmol). The vial was sealed and heated to 60° C. for 16 h. The solution was then cooled and the ammonium hydroxide was removed by rotary evaporation. The solid was then dissolved in water (20 mL), filtered through a cotton plug. The product was then isolated by ion exchange chromatography using Bio-Rex 70 resin and eluting with hydrochloric acid (10...